Dataset: the Open Reaction Database (ORD), a public repository of structured organic reaction records. Task: describe an organic reaction: reactants, conditions, products, and yield The reactants are C(C)(=O)[O-].[Na+] (Sodium acetate), FC(COC=1C(=CC=2C(C[C@H]3[C@@H]4CC[C@@H]([C@@]4(C)CC[C@@H]3C2C1)O)=O)O)(F)F (2-trifluoroethoxy-6-oxoestra-1,3,5(10)-trien-3,17β-diol), Cl.NO (Hydroxylamine hydrochloride salt). The solvent is CO (methanol), O (water). Conditions: temperature 90 celsius, time 6 hour. Product: FC(COC=1C(=CC=2C(C[C@H]3[C@@H]4CC[C@@H]([C@@]4(C)CC[C@@H]3C2C1)O)=NO)O)(F)F (2-(2',2', 2'-Trifluoroethoxy)-6-Hydroximino-Estra-1,3,5(10)-Triene-3,17β-Diol). Yield: 62.6%. Reaction SMILES: C([O-])(=O)C.[Na+].[F:6][C:7]([F:32])([F:31])[CH2:8][O:9][C:10]1[C:11]([OH:30])=[CH:12][C:13]2[C:14](=O)[CH2:15][C@@H:16]3[C@@H:25]([C:26]=2[CH:27]=1)[CH2:24][CH2:23][C@@:21]1([CH3:22])[C@H:17]3[CH2:18][CH2:19][C@@H:20]1[OH:28].Cl.[NH2:34][OH:35]>CO.O>[F:6][C:7]([F:32])([F:31])[CH2:8][O:9][C:10]1[C:11]([OH:30])=[CH:12][C:13]2[C:14](=[N:34][OH:35])[CH2:15][C@@H:16]3[C@@H:25]([C:26]=2[CH:27]=1)[CH2:24][CH2:23][C@@:21]1([CH3:22])[C@H:17]3[CH2:18][CH2:19][C@@H:20]1[OH:28] |f:0.1,3.4|. Reported procedure: Sodium acetate (2.86 g, 35 mmol) was added to a stirred solution of 6-oxo derivative (9) (0.45 g, 1.2 mmol) in methanol (55 mL). Hydroxylamine hydrochloride salt (2.2 g, 32 mmol) in water (3 mL) was then added at room temperature. The resulting mixture was stirred at 90° C. for 6 h. Then solvent was removed under reduced pressure, the resulting residue was diluted with water (60 mL), and product was extracted into ethyl acetate (3×120 mL). The combined organic layer was washed with water (70 mL)... The reactants are N=1NN=NC1C=1C=C(N)C=C(C1)C(F)(F)F (3-(2H-tetrazol-5-yl)-5-(trifluoromethyl)aniline), C(CC)P1(OP(OP(O1)(=O)CCC)(=O)CCC)=O (T3P), CC(OCC)=O (EA), C(C)OC=1C=C(C=NC1OCC1=CC=C(C=C1)OC)C1=CC(=C(C=C1)CC(=O)O)F (2-(4-(5-ethoxy-6-((4-methoxybenzyl)oxy)pyridin-3-yl)-2-fluorophenyl)acetic acid). The solvent is N1=CC=CC=C1 (pyridine). Run at temperature 20 celsius, time 1 hour. Yields the product N=1NN=NC1C=1C=C(C=C(C1)C(F)(F)F)NC(CC1=C(C=C(C=C1)C=1C=NC(=C(C1)OCC)OCC1=CC=C(C=C1)OC)F)=O (N-(3-(2H-tetrazol-5-yl)-5-(trifluoromethyl)phenyl)-2-(4-(5-ethoxy-6-((4-methoxybenzyl)oxy)pyridin-3-yl)-2-fluorophenyl)acetamide). Isolated yield 42.8%. As a reaction SMILES: [CH2:1]([O:3][C:4]1[CH:5]=[C:6]([C:20]2[CH:25]=[CH:24][C:23]([CH2:26][C:27]([OH:29])=O)=[C:22]([F:30])[CH:21]=2)[CH:7]=[N:8][C:9]=1[O:10][CH2:11][C:12]1[CH:17]=[CH:16][C:15]([O:18][CH3:19])=[CH:14][CH:13]=1)[CH3:2].[N:31]1[NH:32][N:33]=[N:34][C:35]=1[C:36]1[CH:37]=[C:38]([CH:40]=[C:41]([C:43]([F:46])([F:45])[F:44])[CH:42]=1)[NH2:39].C(P1(=O)OP(CCC)(=O)OP(CCC)(=O)O1)CC.CC(=O)OCC>N1C=CC=CC=1>[N:34]1[NH:33][N:32]=[N:31][C:35]=1[C:36]1[CH:37]=[C:38]([NH:39][C:27](=[O:29])[CH2:26][C:23]2[CH:24]=[CH:25][C:20]([C:6]3[CH:7]=[N:8][C:9]([O:10][CH2:11][C:12]4[CH:17]=[CH:16][C:15]([O:18][CH3:19])=[CH:14][CH:13]=4)=[C:4]([O:3][CH2:1][CH3:2])[CH:5]=3)=[CH:21][C:22]=2[F:30])[CH:40]=[C:41]([C:43]([F:45])([F:46])[F:44])[CH:42]=1. Procedure details: To a mixture of 2-(4-(5-ethoxy-6-((4-methoxybenzyl)oxy)pyridin-3-yl)-2-fluorophenyl)acetic acid (100 mg, 0.243 mmol) in pyridine (10 mL) were added 3-(2H-tetrazol-5-yl)-5-(trifluoromethyl)aniline (55.7 mg, 0.243 mmol) and T3P® (EA solvate) (220 mg, 0.346 mmol). The mixture was stirred at 20° C. for 1 h. LCMS showed the reaction was finished. The reaction was quenched with ice-water. The mixture was concentrated to give crude product, which was purified by TLC to give N-(3-(2H-tetrazol-5-yl)-5-(t... Starting materials: C(C)(C)(C)[Si](OC[C@@H]([C@@H](C)O[Si](C)(C)C(C)(C)C)CN1C(N=C(C=C1)N1N=CN=C1)=O)(C)C ((2S,3R)-1,3-Bis((tert-butyl)dimethylsiloxy)-2-((2-oxo-4-(1H-1,2,4-triazol-1-yl)pyrimidin-1(2H)-yl)methyl)butane). Run in N.CO (NH3 MeOH). Product: C(C)(C)(C)[Si](OC[C@@H]([C@@H](C)O[Si](C)(C)C(C)(C)C)CN1C(N=C(C=C1)N)=O)(C)C ((2S,3R)-1,3-Bis((tert-butyl)dimethylsiloxy)-2-((4-amino-2-oxo-pyrimidin-1(2H)-yl)methyl)butane). The yield is 67.1%. RXN SMILES: [C:1]([Si:5]([CH3:33])([CH3:32])[O:6][CH2:7][C@H:8]([CH2:19][N:20]1[CH:25]=[CH:24][C:23]([N:26]2C=NC=N2)=[N:22][C:21]1=[O:31])[C@H:9]([O:11][Si:12]([C:15]([CH3:18])([CH3:17])[CH3:16])([CH3:14])[CH3:13])[CH3:10])([CH3:4])([CH3:3])[CH3:2]>N.CO>[C:1]([Si:5]([CH3:32])([CH3:33])[O:6][CH2:7][C@H:8]([CH2:19][N:20]1[CH:25]=[CH:24][C:23]([NH2:26])=[N:22][C:21]1=[O:31])[C@H:9]([O:11][Si:12]([C:15]([CH3:17])([CH3:18])[CH3:16])([CH3:14])[CH3:13])[CH3:10])([CH3:2])([CH3:3])[CH3:4] |f:1.2|. Procedure: A solution of 43 (2.0 g, 4.05 mmol) in 60 ml of 6 M NH3/MeOH was heated at 100° C. in a Parr bomb for 2 days. The reaction was cooled, concentrated and chromatographed on silica eluting, first, with ethyl acetate and, second, with 5% MeOH in ethyl acetate. Concentration of the product-containing fractions afforded 1.2 g (67%) of 44 as a white solid. 1H NMR (DMSO-d6): δ 7.39 (d, J=7 Hz, 1H), 6.94 (br s, 2H), 5.60 (d, J=7 Hz, 1H), 4.00 (m, 1H), 3.65 (m, 1H), 3.53 (m, 3H), 2.02 (m, 1H), 1.13 (d, J=... Starting materials: CC1=C([C@@H](C(=C(N1)C)C(=O)O[C@H]2CCN(C2)CC3=CC=CC=C3)C4=CC(=CC=C4)[N+](=O)[O-])C(=O)OC.Cl (Barnidipine hydrochloride). Solvent: O.CO (water methanol). Product: CC1=C([C@@H](C(=C(N1)C)C(=O)O[C@H]2CCN(C2)CC=3C=CC=CC3)C=4C=CC=C(C4)[N+](=O)[O-])C(=O)OC (barnidipine HCl). Reaction SMILES: [CH3:1][C:2]1[NH:7][C:6]([CH3:8])=[C:5]([C:9]([O:11][C@@H:12]2[CH2:16][N:15]([CH2:17][C:18]3[CH:23]=[CH:22][CH:21]=[CH:20][CH:19]=3)[CH2:14][CH2:13]2)=[O:10])[C@@H:4]([C:24]2[CH:29]=[CH:28][CH:27]=[C:26]([N+:30]([O-:32])=[O:31])[CH:25]=2)[C:3]=1[C:33]([O:35][CH3:36])=[O:34].Cl>O.CO>[CH3:1][C:2]1[NH:7][C:6]([CH3:8])=[C:5]([C:9]([O:11][C@@H:12]2[CH2:16][N:15]([CH2:17][C:18]3[CH:19]=[CH:20][CH:21]=[CH:22][CH:23]=3)[CH2:14][CH2:13]2)=[O:10])[C@@H:4]([C:24]2[CH:29]=[CH:28][CH:27]=[C:26]([N+:30]([O-:32])=[O:31])[CH:25]=2)[C:3]=1[C:33]([O:35][CH3:36])=[O:34] |f:0.1,2.3|. Reported procedure: Barnidipine hydrochloride, TC-5E and HCO-40 were dissolved in water-methanol (1:9). Separately, PEG20000 and POLYOX303 were mixed. Using a fluidized-bed granulator, the latter mixture was sprayed with the above solution. The granules thus prepared were dried, and after addition of lubricant, the composition was compression-molded to provide tablets each measuring 9.0 mm in diameter and 300 mg (barnidipine HCl content: 15 mg). The reactants are Cl (HCl), [OH-].[Na+] (NaOH), C(CCCCCCCSCCOCC)(=O)OCC (ethyl 9-thia-12-oxatetradecanoate). The solvent is CO (MeOH). Conditions: time 7 hour. Product: title compound, C(CCCCCCCSCCOCC)(=O)O (9-thia-12-oxatetradecanoic acid). Isolated yield 92.0%. RXN SMILES: [OH-].[Na+].[C:3]([O:18]CC)(=[O:17])[CH2:4][CH2:5][CH2:6][CH2:7][CH2:8][CH2:9][CH2:10][S:11][CH2:12][CH2:13][O:14][CH2:15][CH3:16].Cl>CO>[C:3]([OH:18])(=[O:17])[CH2:4][CH2:5][CH2:6][CH2:7][CH2:8][CH2:9][CH2:10][S:11][CH2:12][CH2:13][O:14][CH2:15][CH3:16] |f:0.1|. Reported procedure: NaOH (lM, 24 mL, 24 mmol) was added to a solution of the above ethyl 9-thia-12-oxatetradecanoate. (6.8 mmol) in MeOH (20 mL). After stirring for 7 h, the reaction mixture was acidified with 10% HCl (pH 1) and extracted with ethyl acetate (2×100 mL). The organic phase was washed with water (50 mL), brine (50 mL), and dried (Na2SO4). The crude product was recrystallized from hexane to afford the title compound, 9-thia-12-oxatetradecanoic acid; yield 92%; bp 134° C.-136° C./0.005 torr; IR (neat): 3... Starting materials: [Al+3], C1CCOC1, [H-], [H-], [H-], [H-], [Li+], [Na+], [OH-], O, CC(C(=O)O)c1ccc2c(c1)Cc1ccccc1O2. Product: CC(CO)c1ccc2c(c1)Cc1ccccc1O2. As a reaction SMILES: [Al+3:21].[CH2:28]1[O:29][CH2:30][CH2:31][CH2:32]1.[H-:20].[H-:23].[H-:24].[H-:25].[Li+:22].[Na+:27].[OH-:26].[OH2:33].[cH:1]1[c:2]([CH:15]([C:16](=[O:17])[OH:18])[CH3:19])[cH:3][cH:4][c:5]2[c:14]1[CH2:13][c:12]1[c:7]([cH:8][cH:9][cH:10][cH:11]1)[O:6]2>>[cH:1]1[c:2]([CH:15]([CH2:16][OH:17])[CH3:19])[cH:3][cH:4][c:5]2[c:14]1[CH2:13][c:12]1[c:7]([cH:8][cH:9][cH:10][cH:11]1)[O:6]2. Starting materials: C(C)(C)(C)O[C@H](C(=O)OCC)C1=C(C2=C(N=C(S2)C2=CC=C3C(=NN(C3=C2)C)C=2CCN(CC2)C)C=C1C)C1=CC=C(C=C1)Cl ((S)-ethyl 2-tert-butoxy-2-(7-(4-chlorophenyl)-5-methyl-2-(1-methyl-3-(1-methyl-1,2,3,6-tetrahydropyridin-4-yl)-1H-indazol-6-yl)benzo[d]thiazol-6-yl)acetate). The reagents and catalysts are [Rh] (Rh/Al2O3). Run in CCO (EtOH). Run at temperature 23 celsius, time 2.5 hour. Yields the product C(C)(C)(C)O[C@H](C(=O)O)C1=C(C2=C(N=C(S2)C2=CC=C3C(=NN(C3=C2)C)C2CCN(CC2)C)C=C1C)C1=CC=C(C=C1)Cl ((S)-2-tert-butoxy-2-(7-(4-chlorophenyl)-5-methyl-2-(1-methyl-3-(1-methylpiperidin-4-yl)-1H-indazol-6-yl)benzo[d]thiazol-6-yl)acetic acid). As a reaction SMILES: [C:1]([O:5][C@@H:6]([C:12]1[C:37]([CH3:38])=[CH:36][C:15]2[N:16]=[C:17]([C:19]3[CH:27]=[C:26]4[C:22]([C:23]([C:29]5[CH2:30][CH2:31][N:32]([CH3:35])[CH2:33][CH:34]=5)=[N:24][N:25]4[CH3:28])=[CH:21][CH:20]=3)[S:18][C:14]=2[C:13]=1[C:39]1[CH:44]=[CH:43][C:42]([Cl:45])=[CH:41][CH:40]=1)[C:7]([O:9]CC)=[O:8])([CH3:4])([CH3:3])[CH3:2]>[Rh].CCO>[C:1]([O:5][C@@H:6]([C:12]1[C:37]([CH3:38])=[CH:36][C:15]2[N:16]=[C:17]([C:19]3[CH:27]=[C:26]4[C:22]([C:23]([CH:29]5[CH2:34][CH2:33][N:32]([CH3:35])[CH2:31][CH2:30]5)=[N:24][N:25]4[CH3:28])=[CH:21][CH:20]=3)[S:18][C:14]=2[C:13]=1[C:39]1[CH:40]=[CH:41][C:42]([Cl:45])=[CH:43][CH:44]=1)[C:7]([OH:9])=[O:8])([CH3:4])([CH3:2])[CH3:3]. Procedure: A flask was charged with 5% w/w Rh/Al2O3 (20 mg, 9.6 μmol), (S)-ethyl 2-tert-butoxy-2-(7-(4-chlorophenyl)-5-methyl-2-(1-methyl-3-(1-methyl-1,2,3,6-tetrahydropyridin-4-yl)-1H-indazol-6-yl)benzo[d]thiazol-6-yl)acetate (22.3 mg), and EtOH (absolute, 2 mL). The reaction was evacuated (vacuum) and backfilled from a balloon of H2, then stirred vigorously at 23° C. for 2.5 h. At this point, the reaction was treated with THF (1 mL), and 5 M aq NaOH (1 mL), then heated to 100° C. for 30 min. The reaction...